This data is from the Open Reaction Database (ORD), a public repository of structured organic reaction records. The task is: describe an organic reaction: reactants, conditions, products, and yield Product: CCOC(=O)C(C)(C)SC(C)C. Starting materials: [Li]CCCC, C[Si](C)(C)N[Si](C)(C)C, CI, CCOC(=O)C(C)SC(C)C, Cl, C1CCOC1. RXN SMILES: [CH2:10]([Li:11])[CH2:12][CH2:13][CH3:14].[CH3:1][Si:2]([CH3:3])([CH3:4])[NH:5][Si:6]([CH3:7])([CH3:8])[CH3:9].[CH3:26][I:27].[CH:15]([CH3:16])([CH3:17])[S:18][CH:19]([C:20](=[O:21])[O:22][CH2:23][CH3:24])[CH3:25].[ClH:28].[O:29]1[CH2:30][CH2:31][CH2:32][CH2:33]1>>[CH3:10][C:19]([S:18][CH:15]([CH3:16])[CH3:17])([C:20](=[O:21])[O:22][CH2:23][CH3:24])[CH3:25].